This data is from the Open Reaction Database (ORD), a public repository of structured organic reaction records. The task is: describe an organic reaction: reactants, conditions, products, and yield Reactants: ClC=1C=C2C(C(=O)OC2=O)=CC1 (4-Chlorophthalic anhydride), [Pb].ClC=1C=C2C(C(=O)OC2=O)=CC1 (4-chlorophthalic anhydride lead). The product is ClC1CC2C(C(=O)OC2=O)C=C1 (4-chlorotetrahydrophthalic anhydride). As a reaction SMILES: [Cl:1][C:2]1[CH:3]=[C:4]2[C:9](=[O:10])[O:8][C:6](=[O:7])[C:5]2=[CH:11][CH:12]=1.[Pb].ClC1C=C2C(=O)OC(=O)C2=CC=1>>[Cl:1][CH:2]1[CH:12]=[CH:11][CH:5]2[C:6]([O:8][C:9](=[O:10])[CH:4]2[CH2:3]1)=[O:7] |f:1.2,^3:12|. Procedure details: 4-Chlorophthalic anhydride is an expensive starting material which presently must be custom synthesized. Current routes for the synthesis of 4-chlorophthalic anhydride lead to mixtures of isomers, which are difficult to separate, or are prohibitively costly. For example, the Diels-Alder condensation of maleic anhydride with 2-chloro-1,3-butadiene to yield 4-chlorotetrahydrophthalic anhydride, followed by aromatization in the presence bromine requires the subsequent recovery of HBr. Attempted the... The reactants are C(C1=CC=CC=C1)(=O)OC=1C(=NC(=C2C=CC=NC12)C#N)C(=O)OC (methyl 8-(benzoyloxy)-5-cyano-1,6-naphthyridine-7-carboxylate), COC1=C(CN)C=CC=C1OC (2,3-dimethoxybenzyl amine), CCOCC (ether). Run in C1(=CC=CC=C1)C (toluene). The product is C(#N)C1=C2C=CC=NC2=C(C(=N1)C(=O)NCC1=C(C(=CC=C1)OC)OC)O (5-cyano-N-(2,3-dimethoxybenzyl)-8-hydroxy-1,6-naphthyridine-7-carboxamide). RXN SMILES: C([O:9][C:10]1[C:11]([C:22]([O:24]C)=O)=[N:12][C:13]([C:20]#[N:21])=[C:14]2[C:19]=1[N:18]=[CH:17][CH:16]=[CH:15]2)(=O)C1C=CC=CC=1.[CH3:26][O:27][C:28]1[C:35]([O:36][CH3:37])=[CH:34][CH:33]=[CH:32][C:29]=1[CH2:30][NH2:31].CCOCC>C1(C)C=CC=CC=1>[C:20]([C:13]1[N:12]=[C:11]([C:22]([NH:31][CH2:30][C:29]2[CH:32]=[CH:33][CH:34]=[C:35]([O:36][CH3:37])[C:28]=2[O:27][CH3:26])=[O:24])[C:10]([OH:9])=[C:19]2[C:14]=1[CH:15]=[CH:16][CH:17]=[N:18]2)#[N:21]. Procedure: To a solution of methyl 8-(benzoyloxy)-5-cyano-1,6-naphthyridine-7-carboxylate (264 mg, 0.792 mmol) in anhydrous toluene (12 ml) was added 2,3-dimethoxybenzyl amine (132 mg, 0.79 mmol) and the solution was stirred at reflux under argon overnight. The solvent was removed under reduced pressure to give a brown syrup which was subsequently taken up into ether (10 ml). After stirring for 4 hours the solids were collected by vacuum filtration and dried overnight on an aberhalden to give an off white ... Starting materials: C(O)([O-])=O.[Na+] (sodium hydrogen carbonate), FC(OC1=CC=C2C(=CC(N(C2=C1)CC=O)=O)C)F ((7-(difluoromethoxy)-4-methyl-2-oxoquinolin-1(2H)-yl)acetaldehyde), O1CCOC2=C1C=CC(=C2)CN(C(OC(C)(C)C)=O)C2CCNCC2 (tert-butyl (2,3-dihydro-1,4-benzodioxin-6-ylmethyl)(piperidin-4-yl)carbamate), C(C)(=O)O[BH-](OC(C)=O)OC(C)=O.[Na+] (sodium triacetoxyborohydride). Solvent: C(Cl)(Cl)Cl (chloroform), O (Water), C(C)(=O)O (acetic acid), ClCCl (dichloromethane). Run at time 5 minute. Product: FC(OC1=CC=C2C(=CC(N(C2=C1)CCN1CCC(CC1)N(C(OC(C)(C)C)=O)CC1=CC2=C(OCCO2)C=C1)=O)C)F (tert-butyl (1-(2-(7-(difluoromethoxy)-4-methyl-2-oxo-1,2-dihydroquinolin-1-yl)ethyl)piperidin-4-yl)(2,3-dihydro-1,4-benzodioxin-6-ylmethyl)carbamate). Yield: 0.1%. As a reaction SMILES: [F:1][CH:2]([F:19])[O:3][C:4]1[CH:13]=[C:12]2[C:7]([C:8]([CH3:18])=[CH:9][C:10](=[O:17])[N:11]2[CH2:14][CH:15]=O)=[CH:6][CH:5]=1.[O:20]1[C:25]2[CH:26]=[CH:27][C:28]([CH2:30][N:31]([CH:39]3[CH2:44][CH2:43][NH:42][CH2:41][CH2:40]3)[C:32](=[O:38])[O:33][C:34]([CH3:37])([CH3:36])[CH3:35])=[CH:29][C:24]=2[O:23][CH2:22][CH2:21]1.C(O[BH-](OC(=O)C)OC(=O)C)(=O)C.[Na+].C(=O)([O-])O.[Na+]>C(Cl)(Cl)Cl.O.C(O)(=O)C.ClCCl>[F:1][CH:2]([F:19])[O:3][C:4]1[CH:13]=[C:12]2[C:7]([C:8]([CH3:18])=[CH:9][C:10](=[O:17])[N:11]2[CH2:14][CH2:15][N:42]2[CH2:43][CH2:44][CH:39]([N:31]([CH2:30][C:28]3[CH:27]=[CH:26][C:25]4[O:20][CH2:21][CH2:22][O:23][C:24]=4[CH:29]=3)[C:32](=[O:38])[O:33][C:34]([CH3:36])([CH3:35])[CH3:37])[CH2:40][CH2:41]2)=[CH:6][CH:5]=1 |f:2.3,4.5|. Reported procedure: To 1.5 mL of dichloromethane solution containing 0.12 g of (7-(difluoromethoxy)-4-methyl-2-oxoquinolin-1(2H)-yl)acetaldehyde, 0.16 g of tert-butyl (2,3-dihydro-1,4-benzodioxin-6-ylmethyl)(piperidin-4-yl)carbamate and 15 μL of acetic acid were added, and stirred for 5 min. To the reaction mixture, 0.14 g of sodium triacetoxyborohydride was added, and stirred for 40 min. Water, chloroform and aqueous saturated sodium hydrogen carbonate solution were added, the organic layer was separated, washed s... Reactants: C([O-])([O-])=O.[K+].[K+] (potassium carbonate), C(C)(C)(C)OC(=O)N1CC(C1)(C)N(C)C=1C=C2N3[C@@H](C(NN=C3COC2=CC1Br)=O)C (3-[((R)-7-bromo-4-methyl-3-oxo-2,3,4,10-tetrahydro-9-oxa-1,2,4a-triaza-phenanthren-6-yl)-methyl-amino]-3-methyl-azetidine-1-carboxylic acid tert-butyl ester), C(C)(C)(C)OC(=O)N1CC(C1)(C)NC=1C=C2N3[C@@H](C(NN=C3COC2=CC1Br)=O)C (3-((R)-7-bromo-4-methyl-3-oxo-2,3,4,10-tetrahydro-9-oxa-1,2,4a-triaza-phenanthren-6-ylamino)-3-methyl-azetidine-1-carboxylic acid tert-butyl ester), FC1=C(C=CC=C1)B(O)O ((2-fluorophenyl)boronic acid). Reagents/catalysts: C1=CC=C(C=C1)P([C-]2C=CC=C2)C3=CC=CC=C3.C1=CC=C(C=C1)P([C-]2C=CC=C2)C3=CC=CC=C3.Cl[Pd]Cl.[Fe+2].C(Cl)Cl (PdCl2(dppf) CH2Cl2). Run in O (water), O1CCOCC1 (1,4-dioxane). Conditions: temperature 90 celsius. Product: FC1=C(C=CC=C1)C1=C(C=C2N3[C@@H](C(NN=C3COC2=C1)=O)C)N(C1(CN(C1)C(=O)O)C)C (3-{[(R)-7-(2-fluoro-phenyl)-4-methyl-3-oxo-2,3,4,10-tetrahydro-9-oxa-1,2,4a-triaza-phenanthren-6-yl]-methyl-amino}-3-methyl-azetidine-1-carboxylic acid), butyl ester. The yield is 85.0%. RXN SMILES: C(=O)([O-])[O-].[K+].[K+].C([O:11][C:12]([N:14]1[CH2:17][C:16]([N:19]([C:21]2[CH:22]=[C:23]3[C:32](=[CH:33][C:34]=2Br)[O:31][CH2:30][C:29]2[N:24]3[C@H:25]([CH3:37])[C:26](=[O:36])[NH:27][N:28]=2)[CH3:20])([CH3:18])[CH2:15]1)=[O:13])(C)(C)C.C(OC(N1CC(NC2C=C3C(=CC=2Br)OCC2N3[C@H](C)C(=O)NN=2)(C)C1)=O)(C)(C)C.[F:68][C:69]1[CH:74]=[CH:73][CH:72]=[CH:71][C:70]=1B(O)O>O1CCOCC1.O.C1C=CC(P(C2C=CC=CC=2)[C-]2C=CC=C2)=CC=1.C1C=CC(P(C2C=CC=CC=2)[C-]2C=CC=C2)=CC=1.Cl[Pd]Cl.[Fe+2].C(Cl)Cl>[F:68][C:69]1[CH:74]=[CH:73][CH:72]=[CH:71][C:70]=1[C:34]1[CH:33]=[C:32]2[C:23]([N:24]3[C:29]([CH2:30][O:31]2)=[N:28][NH:27][C:26](=[O:36])[C@H:25]3[CH3:37])=[CH:22][C:21]=1[N:19]([CH3:20])[C:16]1([CH3:18])[CH2:17][N:14]([C:12]([OH:11])=[O:13])[CH2:15]1 |f:0.1.2,8.9.10.11.12|. Reported procedure: A degassed solution of potassium carbonate (0.432 g, 3.13 mmol), PdCl2(dppf)-CH2Cl2 adduct (0.255 g, 0.313 mmol), 3-[((R)-7-bromo-4-methyl-3-oxo-2,3,4,10-tetrahydro-9-oxa-1,2,4a-triaza-phenanthren-6-yl)-methyl-amino]-3-methyl-azetidine-1-carboxylic acid tert-butyl ester (prepared from 3-((R)-7-bromo-4-methyl-3-oxo-2,3,4,10-tetrahydro-9-oxa-1,2,4a-triaza-phenanthren-6-ylamino)-3-methyl-azetidine-1-carboxylic acid tert-butyl ester (Example #148, Step G) using the similar procedure detailed in Exam...